This data is from the Open Reaction Database (ORD), a public repository of structured organic reaction records. The task is: describe an organic reaction: reactants, conditions, products, and yield The reactants are S(=O)(=O)(C1=CC=C(C)C=C1)Cl (Tosyl chloride), [OH-].[K+] (potassium hydroxide), O1[C@H]2[C@@H]([C@@H](C1)O)OC[C@@H]2O ((3R,3aR,6S,6aR)-hexahydrofuro[3,2-b]furan-3,6-diol). Run in C1(=CC=CC=C1)C (Toluene), O (water), O (water). Run at temperature 0 celsius, time 5 hour. Yields the product CC1=CC=C(C=C1)S(=O)(=O)O[C@@H]1[C@@H]2[C@H](OC1)[C@@H](CO2)O ((3S,3aS,6R,6aR)-6-hydroxyhexahydrofuro[3,2-b]furan-3-yl 4-methylbenzenesulfonate). RXN SMILES: [O:1]1[CH2:5][C@@H:4]([OH:6])[C@H:3]2[O:7][CH2:8][C@H:9]([OH:10])[C@@H:2]12.[S:11](Cl)([C:14]1[CH:20]=[CH:19][C:17]([CH3:18])=[CH:16][CH:15]=1)(=[O:13])=[O:12].[OH-].[K+]>O.C1(C)C=CC=CC=1>[CH3:18][C:17]1[CH:19]=[CH:20][C:14]([S:11]([O:6][C@H:4]2[CH2:5][O:1][C@@H:2]3[C@H:9]([OH:10])[CH2:8][O:7][C@H:3]23)(=[O:13])=[O:12])=[CH:15][CH:16]=1 |f:2.3|. Procedure: In a 2 L flask, 100.0 g (0.684 mol) of (3R,3aR,6S,6aR)-hexahydrofuro[3,2-b]furan-3,6-diol (Isosorbide) were dissolved in 600 ml of water and 130, 5 g (0.684 mol) of Tosyl chloride dissolved in 600 ml of Toluene are added at 0° C. 49.5 g (0.751 mol) of potassium hydroxide (86%) in 170 ml of water were added dropwise over ½ h at 0° C. and the reaction was stirred for 1 hr at 0° C. and 5 h at room temperature. The organic phase was extracted, dried, filtered and concentrated under vacuum and after ...